Dataset: the Open Reaction Database (ORD), a public repository of structured organic reaction records. Task: describe an organic reaction: reactants, conditions, products, and yield Reactants: ON1C(=NC2=C1C=C(C=C2[N+](=O)[O-])[N+](=O)[O-])C(F)(F)F (1-hydroxy-4,6-dinitro-2 -(trifluoromethyl)-benzimidazole), S(=O)(Cl)Cl (thionyl chloride). The reagents and catalysts are CN(C=O)C (dimethylformamide). Run in O (water). Reaction conditions: time 8 hour. Yields the product ClC1=C(C=C(C2=C1N=C(N2)C(F)(F)F)[N+](=O)[O-])[N+](=O)[O-] (7-chloro-4,6-dinitro-2-(trifluoromethyl) benzimidazole). As a reaction SMILES: O[N:2]1[C:6]2[CH:7]=[C:8]([N+:14]([O-:16])=[O:15])[CH:9]=[C:10]([N+:11]([O-:13])=[O:12])[C:5]=2[N:4]=[C:3]1[C:17]([F:20])([F:19])[F:18].S(Cl)([Cl:23])=O>CN(C)C=O.O>[Cl:23][C:7]1[C:6]2[N:2]=[C:3]([C:17]([F:20])([F:19])[F:18])[NH:4][C:5]=2[C:10]([N+:11]([O-:13])=[O:12])=[CH:9][C:8]=1[N+:14]([O-:16])=[O:15]. Reported procedure: Crude 1-hydroxy-4,6-dinitro-2 -(trifluoromethyl)-benzimidazole (about 5 grams) was mixed with about 50 milliliters of thionyl chloride and several drops of dimethylformamide added. The reaction mixture was stirred overnight, then poured slowly into water and filtered. The solid was dissolved in benzene and eluted off a silica column with benzene. As a result of the foregoing operations, the desired 7-chloro-4,6-dinitro-2-(trifluoromethyl) benzimidazole product was obtained, m.p., 189° -91° C. The reactants are Cc1ccc(Br)s1, COC1=C(C(=O)O)C(c2ccc3c(c2)OCO3)Oc2ccc(OC(C)C)cc21. Yields the product Cc1ccc(C2=C(C(=O)O)C(c3ccc4c(c3)OCO4)Oc3ccc(OC(C)C)cc32)s1. RXN SMILES: [Br:29][c:30]1[s:31][c:32]([CH3:35])[cH:33][cH:34]1.[O:1]1[CH2:2][O:3][c:4]2[c:5]1[cH:6][cH:7][c:8]([CH:10]1[O:11][c:12]3[cH:13][cH:14][c:15]([O:25][CH:26]([CH3:27])[CH3:28])[cH:16][c:17]3[C:18]([O:23][CH3:24])=[C:19]1[C:20](=[O:21])[OH:22])[cH:9]2>>[O:1]1[CH2:2][O:3][c:4]2[c:5]1[cH:6][cH:7][c:8]([CH:10]1[O:11][c:12]3[cH:13][cH:14][c:15]([O:25][CH:26]([CH3:27])[CH3:28])[cH:16][c:17]3[C:18]([c:30]3[s:31][c:32]([CH3:35])[cH:33][cH:34]3)=[C:19]1[C:20](=[O:21])[OH:22])[cH:9]2. Reactants: Cl.C(CCC)C1=CSC2=C1C=C(C=C2)NN (3-butyl-5-hydrazinobenzothiophene hydrochloride), C(C)(C)N1CCC(CC1)=O (1-isopropyl-4-piperidone). Product: C(CCC)C1=CSC=2C1=C1C3=C(NC1=CC2)CCN(C3)C(C)C (1-Butyl-9-isopropyl-7,8,9,10-tetrahydrothieno[3,2-e]pyrido[4,3-b]indole). Reaction SMILES: Cl.[CH2:2]([C:6]1[C:10]2[CH:11]=[C:12]([NH:15]N)[CH:13]=[CH:14][C:9]=2[S:8][CH:7]=1)[CH2:3][CH2:4][CH3:5].[CH:17]([N:20]1[CH2:25][CH2:24][C:23](=O)[CH2:22][CH2:21]1)([CH3:19])[CH3:18]>>[CH2:2]([C:6]1[C:10]2=[C:11]3[C:12](=[CH:13][CH:14]=[C:9]2[S:8][CH:7]=1)[NH:15][C:23]1[CH2:24][CH2:25][N:20]([CH:17]([CH3:19])[CH3:18])[CH2:21][C:22]3=1)[CH2:3][CH2:4][CH3:5] |f:0.1|. Reported procedure: The compound is formed analogously to that described in Example 15, from 25.6 g of 3-butyl-5-hydrazinobenzothiophene hydrochloride and 17 g of 1-isopropyl-4-piperidone. Melting point: 157°-158° C.